This data is from the Open Reaction Database (ORD), a public repository of structured organic reaction records. The task is: describe an organic reaction: reactants, conditions, products, and yield Starting materials: CC(C)([O-])C.[K+] (Potassium tert.-butoxide), N1C(C2C=3C(=CC=CC13)CCC2)=O (rac-2a,3,4,5-tetrahydro-benz[cd]indol-2(1H)-one), C(C#C)Br (propargyl bromide). Solvent: O (water), CN(C=O)C (dimethylformamide). Run at time 15 minute. Product: C(C#C)C12C(NC=3C=CC=C(C13)CCC2)=O (rac-2a,3,4,5-tetrahydro-2a-(2-propynyl)benz[cd]indol-2(1H)-one). Reaction SMILES: [CH3:1][C:2](C)([O-])[CH3:3].[K+].[NH:7]1[C:15]2[CH:14]=[CH:13][CH:12]=[C:11]3[CH2:16][CH2:17][CH2:18][CH:9]([C:10]=23)[C:8]1=[O:19].C(Br)C#C>CN(C)C=O.O>[CH2:3]([C:9]12[CH2:18][CH2:17][CH2:16][C:11]3[C:10]1=[C:15]([CH:14]=[CH:13][CH:12]=3)[NH:7][C:8]2=[O:19])[C:2]#[CH:1] |f:0.1|. Procedure details: Potassium tert.-butoxide, 4.94 g (0.044 mol), was added to a solution of 6.92 g (0.04 mol) of rac-2a,3,4,5-tetrahydro-benz[cd]indol-2(1H)-one in 50 ml of dimethylformamide. After stirring for 15 minutes under nitrogen, 5.23 g or 3.9 ml of propargyl bromide was added and stirring was continued for 30 minutes. The mixture was diluted with water and ice and the precipitate was collected by filtration, washed with water and sucked dry. The solids were dissolved in methylene chloride and the solution... The reactants are [N+](=O)([O-])C1=CC=C2CCNC(C2=C1)CC#N (7-nitro-1,2,3,4-tetrahydroisoquinoline-1-acetonitrile), [OH-].[NH4+] (ammonium hydroxide). Solvent: S(O)(O)(=O)=O (sulfuric acid). Run at time 6 hour. The product is [N+](=O)([O-])C1=CC=C2CCNC(C2=C1)CC(=O)N (7-Nitro-1,2,3,4-tetrahydroisoquinoline-1-acetamide). Isolated yield 89.0%. As a reaction SMILES: [N+:1]([C:4]1[CH:13]=[C:12]2[C:7]([CH2:8][CH2:9][NH:10][CH:11]2[CH2:14][C:15]#[N:16])=[CH:6][CH:5]=1)([O-:3])=[O:2].[OH-:17].[NH4+]>S(=O)(=O)(O)O>[N+:1]([C:4]1[CH:13]=[C:12]2[C:7]([CH2:8][CH2:9][NH:10][CH:11]2[CH2:14][C:15]([NH2:16])=[O:17])=[CH:6][CH:5]=1)([O-:3])=[O:2] |f:1.2|. Procedure: To cold concentrated sulfuric acid (100 ml) was added, in a single portion, 7-nitro-1,2,3,4-tetrahydroisoquinoline-1-acetonitrile (12.6 g, 58.0 mmol). The reaction mixture was stirred for 6 h at that temperature after which time all the starting material had dissolved. The reaction mixture was poured on ice and the solution made basic with concentrated ammonium hydroxide at such a rate as to control the exotherm. The precipitated product was collected, washed with copious amounts of water, and a... Reactants: [BH3-]C#N, COC1(C2CCCCC2)CCC(=O)CC1, CO, CC(=O)O, CCOC(=O)c1ccc(N2CCNCC2)cc1, [Na+], C1CCOC1. Product: CCOC(=O)c1ccc(N2CCN(C3CCC(OC)(C4CCCCC4)CC3)CC2)cc1. RXN SMILES: [C:35]([BH3-:36])#[N:37].[CH3:18][O:19][C:20]1([CH:27]2[CH2:28][CH2:29][CH2:30][CH2:31][CH2:32]2)[CH2:21][CH2:22][C:23](=[O:26])[CH2:24][CH2:25]1.[CH3:33][OH:34].[CH3:39][C:40](=[O:41])[OH:42].[N:1]1([c:7]2[cH:8][cH:9][c:10]([C:11](=[O:12])[O:13][CH2:14][CH3:15])[cH:16][cH:17]2)[CH2:2][CH2:3][NH:4][CH2:5][CH2:6]1.[Na+:38].[O:43]1[CH2:44][CH2:45][CH2:46][CH2:47]1>>[N:1]1([c:7]2[cH:8][cH:9][c:10]([C:11](=[O:12])[O:13][CH2:14][CH3:15])[cH:16][cH:17]2)[CH2:2][CH2:3][N:4]([CH:23]2[CH2:22][CH2:21][C:20]([O:19][CH3:18])([CH:27]3[CH2:28][CH2:29][CH2:30][CH2:31][CH2:32]3)[CH2:25][CH2:24]2)[CH2:5][CH2:6]1. Reactants: BrC1=CC=CC=2C3=CC=CC=C3C=CC12 (1-bromophenanthrene), C(CCC)[Li] (butyl lithium). Run in CCCCCCC (heptane). The product is [Li]C1=CC=CC=2C3=CC=CC=C3C=CC12 (1-lithiophenanthrene). RXN SMILES: Br[C:2]1[C:15]2[CH:14]=[CH:13][C:12]3[C:7](=[CH:8][CH:9]=[CH:10][CH:11]=3)[C:6]=2[CH:5]=[CH:4][CH:3]=1.C([Li:20])CCC>CCCCCCC>[Li:20][C:2]1[C:15]2[CH:14]=[CH:13][C:12]3[C:7](=[CH:8][CH:9]=[CH:10][CH:11]=3)[C:6]=2[CH:5]=[CH:4][CH:3]=1. Procedure: 2.1 Grams (8.3 mmols) of a 1-bromophenanthrene was dissolved in 43 ml of heptane, 5.3 ml (1.6 mols/l, 8.5 mmols) of butyl lithium was added thereto at room temperature to obtain a 1-lithiophenanthrene, which was cooled down to −5° C., followed by the addition of 2.2 g (5.2 mmols) of the above DBBF. The mixture was stirred for one hour and to which was further added the THF at a temperature of not higher than 0° C. The mixture was stirred at this temperature for 2 hours. The conversion was 99%. The reactants are [N+](=O)([O-])C=1C=CC(=NC1)OC=1C=C2C=NNC2=CC1 (5-(5-Nitro-pyridin-2-yloxy)-1H-indazole), [H-].[Na+] (sodium hydride), CI (methyl iodide). Run in CN(C)C=O (DMF), O (water). Conditions: time 3.5 hour. The product is [N+](=O)([O-])C=1C=CC(=NC1)OC=1C=C2C=NN(C2=CC1)C (5-(5-Nitro-pyridin-2-yloxy)-1-methyl-1H-indazole). RXN SMILES: [N+:1]([C:4]1[CH:5]=[CH:6][C:7]([O:10][C:11]2[CH:12]=[C:13]3[C:17](=[CH:18][CH:19]=2)[NH:16][N:15]=[CH:14]3)=[N:8][CH:9]=1)([O-:3])=[O:2].[H-].[Na+].[CH3:22]I>CN(C=O)C.O>[N+:1]([C:4]1[CH:5]=[CH:6][C:7]([O:10][C:11]2[CH:12]=[C:13]3[C:17](=[CH:18][CH:19]=2)[N:16]([CH3:22])[N:15]=[CH:14]3)=[N:8][CH:9]=1)([O-:3])=[O:2] |f:1.2|. Procedure: To a solution of 5-(5-Nitro-pyridin-2-yloxy)-1H-indazole (1.0 g, 3.9 mmol) in 15 mL of DMF is added sodium hydride (3.9 mmol) and methyl iodide (20 mmol). The resulting mixture is stirred at room temperature to 50° C. for 1-6 hours. The mixture is diluted with water, extracted 3× with ethyl acetate, and the combined organic layers are dried over sodium sulfate, filtered and concentrated in vacuo. Purification by column chromatography eluting with ethyl acetate-hexanes, affords 5-(5-Nitro-pyridin... Starting materials: CNC1CCC2(C)C(=CCC3C2CCC24CN(C)C(C)C2CCC34)C1, CCCCC(OC)C(=O)O, ClCCl, On1nnc2ccccc21. Product: CCCCC(OC)C(=O)N(C)C1CCC2(C)C(=CCC3C2CCC24CN(C)C(C)C2CCC34)C1. Reaction SMILES: [CH3:1][NH:2][CH:3]1[CH2:4][CH2:5][C:6]2([CH3:25])[CH:7]3[CH2:8][CH2:9][C:10]45[CH:11]([CH:12]3[CH2:13][CH:14]=[C:15]2[CH2:16]1)[CH2:17][CH2:18][CH:19]4[CH:20]([CH3:24])[N:21]([CH3:23])[CH2:22]5.[CH3:26][O:27][CH:28]([C:29](=[O:30])[OH:31])[CH2:32][CH2:33][CH2:34][CH3:35].[Cl:46][CH2:47][Cl:48].[OH:36][n:37]1[c:38]2[cH:39][cH:40][cH:41][cH:42][c:43]2[n:44][n:45]1>>[CH3:1][N:2]([CH:3]1[CH2:4][CH2:5][C:6]2([CH3:25])[CH:7]3[CH2:8][CH2:9][C:10]45[CH:11]([CH:12]3[CH2:13][CH:14]=[C:15]2[CH2:16]1)[CH2:17][CH2:18][CH:19]4[CH:20]([CH3:24])[N:21]([CH3:23])[CH2:22]5)[C:29]([CH:28]([O:27][CH3:26])[CH2:32][CH2:33][CH2:34][CH3:35])=[O:30]. Reactants: ClS(=O)(=O)C1=C(C(=O)Cl)C=CC=C1 (2-chlorosulfonylbenzoyl chloride), ClS(=O)(=O)C1=C(C(=O)Cl)C=CC=C1 (2-chlorosulfonylbenzoyl chloride), NC1=CC=C2C3C(COC2=C1C(=O)OC(C)(C)C)C3 (tert-butyl (1aRS,7bSR)-5-amino-1,1a,2,7b-tetrahydro-cyclopropa-[c]chromene-4-carboxylate), NC1=CC=C2C3C(COC2=C1C(=O)OC(C)(C)C)C3 (tert-butyl (1aRS,7bSR)-5-amino-1,1a,2,7b-tetrahydro-cyclopropa-[c]chromene-4-carboxylate), resultant mixture, COC1=C(CNCCCN(C)C)C=CC(=C1)OC (N-(2,4-dimethoxybenzyl)-N-(3-dimethylaminopropyl)amine), COC1=C(CNCCCN(C)C)C=CC(=C1)OC (N-(2,4-dimethoxybenzyl)-N-(3-dimethylaminopropyl)amine). Run in C(Cl)Cl (DCM), C(Cl)Cl (DCM), C(Cl)Cl (DCM). Reaction conditions: temperature 0 celsius, time 1 hour. The product is COC1=C(CN(C(=O)C2=C(C=CC=C2)S(=O)(=O)NC2=CC=C3C4C(COC3=C2C(=O)OC(C)(C)C)C4)CCCN(C)C)C=CC(=C1)OC (tert-butyl (1aRS,7bSR)-5-{2-[N-(2,4-dimethoxybenzyl)-N-(3-dimethylaminopropyl)carbamoyl]-benzenesulfonylamino}-1,1a,2,7b-tetrahydro-cyclopropa-[c]chromene-4-carboxylate). Yield: 6.2%. As a reaction SMILES: [CH3:1][O:2][C:3]1[CH:16]=[C:15]([O:17][CH3:18])[CH:14]=[CH:13][C:4]=1[CH2:5][NH:6][CH2:7][CH2:8][CH2:9][N:10]([CH3:12])[CH3:11].Cl[S:20]([C:23]1[CH:31]=[CH:30][CH:29]=[CH:28][C:24]=1[C:25](Cl)=[O:26])(=[O:22])=[O:21].[NH2:32][C:33]1[C:42]([C:43]([O:45][C:46]([CH3:49])([CH3:48])[CH3:47])=[O:44])=[C:41]2[C:36]([CH:37]3[CH2:50][CH:38]3[CH2:39][O:40]2)=[CH:35][CH:34]=1>C(Cl)Cl>[CH3:1][O:2][C:3]1[CH:16]=[C:15]([O:17][CH3:18])[CH:14]=[CH:13][C:4]=1[CH2:5][N:6]([CH2:7][CH2:8][CH2:9][N:10]([CH3:11])[CH3:12])[C:25]([C:24]1[CH:28]=[CH:29][CH:30]=[CH:31][C:23]=1[S:20]([NH:32][C:33]1[C:42]([C:43]([O:45][C:46]([CH3:48])([CH3:47])[CH3:49])=[O:44])=[C:41]2[C:36]([CH:37]3[CH2:50][CH:38]3[CH2:39][O:40]2)=[CH:35][CH:34]=1)(=[O:22])=[O:21])=[O:26]. Procedure details: A solution of N-(2,4-dimethoxybenzyl)-N-(3-dimethylaminopropyl)amine (Intermediate 120, 0.179 g) in DCM (2 mL) was added dropwise with stirring to a cooled solution of 2-chlorosulfonylbenzoyl chloride (Intermediate 121, 0.17 g) in DCM (20 mL) at 0° C. The mixture was stirred at 0° C. for 1 hour then a solution of tert-butyl (1aRS,7bSR)-5-amino-1,1a,2,7b-tetrahydro-cyclopropa-[c]chromene-4-carboxylate (Intermediate 122, 0.185 g) in DCM (2 mL) was added. The resultant mixture was stirred and heate... The reactants are C(C)(=O)OCCCCCCCCCCCC1=C(C=C(C(=C1O)OC)OC)C (6-(11-acetoxyundecyl)-2,3-dimethoxy-5-methylphenol), N([O])(S(=O)(=O)[O-])S(=O)(=O)[O-].[K+].[K+] (potassium nitrosodisulfonate), O (water), P(=O)([O-])(O)O.[K+] (monopotassium phosphate). Solvent: CN(C=O)C (dimethylformamide), CO (methanol). Conditions: time 28 day. Product: C(C)(=O)OCCCCCCCCCCCC1=C(C(C(=C(C1=O)OC)OC)=O)C (6-(11-acetoxyundecyl)-2,3-dimethoxy-5-methyl-1,4-benzoquinone). Isolated yield 77.2%. Reaction SMILES: [C:1]([O:4][CH2:5][CH2:6][CH2:7][CH2:8][CH2:9][CH2:10][CH2:11][CH2:12][CH2:13][CH2:14][CH2:15][C:16]1[C:21]([OH:22])=[C:20]([O:23][CH3:24])[C:19]([O:25][CH3:26])=[CH:18][C:17]=1[CH3:27])(=[O:3])[CH3:2].N(S([O-])(=O)=O)(S([O-])(=O)=[O:31])[O].[K+].[K+].O.P(O)(O)([O-])=O.[K+]>CN(C)C=O.CO>[C:1]([O:4][CH2:5][CH2:6][CH2:7][CH2:8][CH2:9][CH2:10][CH2:11][CH2:12][CH2:13][CH2:14][CH2:15][C:16]1[C:21](=[O:22])[C:20]([O:23][CH3:24])=[C:19]([O:25][CH3:26])[C:18](=[O:31])[C:17]=1[CH3:27])(=[O:3])[CH3:2] |f:1.2.3,5.6,^1:36|. Procedure details: To a solution of 6-(11-acetoxyundecyl)-2,3-dimethoxy-5-methylphenol (8 g) in dimethylformamide (400 ml) are added potassium nitrosodisulfonate (24 g), water (400 ml), methanol (30 ml) and monopotassium phosphate (1.0 g). The mixture is stirred at room temperature for 28 days. The reaction product is extracted with dichloromethane and the dichloromethane layer is washed with water and dried over magnesium sulfate. The solvent is distilled off to thereby leave crude crystals. The crude crystals ar... Starting materials: S(=O)(Cl)Cl (thionyl chloride), Cl (HCl), C(C=C)OC1=C(C(=O)O)C=CC=C1 (allyloxybenzoic acid), [OH-].[Na+] (NaOH). Run at time 3 hour. Procedure: To a 2000 ml four-necked reaction flask, equipped with a magnetic stirrer, thermometer, addition funnel, condenser and a nitrogen sweep, was added 281 grams of thionyl chloride (2.38 moles), 1 ml of dimethyl formamide, and 1000 ml of toluene. 356 grams of the allyloxybenzoic acid (2.0 moles) as prepared above was added over approximately 20 minutes. The reaction temperature was kept below 20° C. with an ice/water bath. The nitrogen sweep was connected to a trap, which contained 1000 ml of a 4 M ... Solvent: C1(=CC=CC=C1)C (toluene), CN(C=O)C (dimethyl formamide). As a reaction SMILES: S(Cl)(Cl)=O.[CH2:5]([O:8][C:9]1[CH:17]=[CH:16][CH:15]=[CH:14][C:10]=1[C:11](O)=[O:12])[CH:6]=[CH2:7].[OH-].[Na+].[ClH:20]>C1(C)C=CC=CC=1.CN(C)C=O>[CH2:5]([O:8][C:9]1[CH:17]=[CH:16][CH:15]=[CH:14][C:10]=1[C:11]([Cl:20])=[O:12])[CH:6]=[CH2:7] |f:2.3|. Product: C(C=C)OC1=C(C(=O)Cl)C=CC=C1 (Allyloxybenzoic Acid Chloride). Reactants: CS(=O)(=O)C1=C(C=CC=C1)S(=O)(=O)Cl (2-methylsulfonylbenzenesulfonyl chloride), C(C)C=1C=C(C=C(O)C1)O (5-ethylresorcinol). Reaction SMILES: [CH3:1][S:2]([C:5]1[CH:10]=[CH:9][CH:8]=[CH:7][C:6]=1[S:11](Cl)(=[O:13])=[O:12])(=[O:4])=[O:3].[CH2:15]([C:17]1[CH:18]=[C:19]([OH:24])[CH:20]=[C:21]([CH:23]=1)[OH:22])[CH3:16]>>[CH2:15]([C:17]1[CH:18]=[C:19]([O:24][S:11]([C:6]2[CH:7]=[CH:8][CH:9]=[CH:10][C:5]=2[S:2]([CH3:1])(=[O:4])=[O:3])(=[O:13])=[O:12])[CH:20]=[C:21]([OH:22])[CH:23]=1)[CH3:16]. Yields the product C(C)C=1C=C(C=C(C1)O)OS(=O)(=O)C1=C(C=CC=C1)S(=O)(=O)C (5-Ethyl-3-[2-(methylsulfonyl)phenylsulfonyloxy]phenol). Reported procedure: The title compound was prepared in 89% yield from 2-methylsulfonylbenzenesulfonyl chloride and 5-ethylresorcinol in a manner analogous to step a of Eg. 1. 1H-NMR (300 MHz, CDCl3) δ8.43 (d, J=7.8 Hz, 1H), 8.09 (d, J=7.8 Hz, 1H), 7.87 (t, J=7.8 Hz, 1H), 7.73 (t, J=7.7 Hz, 1H), 6.56 (s, 2H), 6.52 (s, 1H), 5.59 (br s, 1H), 3.45 (s, 3H), 2.49 (q, J=7.6 Hz, 2H), 1.09 (t, J=7.6 Hz, 3H). Isolated yield 89.0%.